The task is: describe an organic reaction: reactants, conditions, products, and yield. This data is from the Open Reaction Database (ORD), a public repository of structured organic reaction records. The reactants are ClC1=CC(=NC(=N1)C1=CC=CC=C1)NC1=CC=C(C=C1)SC ((6-Chloro-2-phenyl-pyrimidin-4-yl)-(4-methylsulfanyl-phenyl)-amine), OOS(=O)[O-].[K+] (oxone), CC(=O)C.O (acetone water). Product: ClC1=CC(=NC(=N1)C1=CC=CC=C1)NC1=CC=C(C=C1)S(=O)(=O)C ((6-chloro-2-phenyl-pyrimidin-4-yl)-(4-methanesulfonyl-phenyl)-amine). RXN SMILES: [Cl:1][C:2]1[N:7]=[C:6]([C:8]2[CH:13]=[CH:12][CH:11]=[CH:10][CH:9]=2)[N:5]=[C:4]([NH:14][C:15]2[CH:20]=[CH:19][C:18](SC)=[CH:17][CH:16]=2)[CH:3]=1.O[O:24][S:25]([O-:27])=O.[K+].[CH3:29]C(C)=O.O>>[Cl:1][C:2]1[N:7]=[C:6]([C:8]2[CH:9]=[CH:10][CH:11]=[CH:12][CH:13]=2)[N:5]=[C:4]([NH:14][C:15]2[CH:20]=[CH:19][C:18]([S:25]([CH3:29])(=[O:27])=[O:24])=[CH:17][CH:16]=2)[CH:3]=1 |f:1.2,3.4|. Reported procedure: (6-Chloro-2-phenyl-pyrimidin-4-yl)-(4-methylsulfanyl-phenyl)-amine (1 g, 3.03 mmol) was treated with oxone in acetone-water at temperature in the range of 20-40° C. for 1 hour to yield the desired compound.